This data is from the Open Reaction Database (ORD), a public repository of structured organic reaction records. The task is: describe an organic reaction: reactants, conditions, products, and yield Reactants: C(C)(C)N1CCN(CC1)C(=O)C=1C=NC(=CC1)CN1CCCCC1 ((4-isopropyl-piperazin-1-yl)-(6-piperidin-1-ylmethyl-pyridin-3-yl)-methanone), COC=1C=CC(=CC1)P2(=S)SP(=S)(S2)C=3C=CC(=CC3)OC (Lawesson's reagent). Solvent: C1CCOC1 (THF). Yields the product N (NH3), C(C)(C)N1CCN(CC1)C(=S)C=1C=NC(=CC1)CN1CCCCC1 ((4-Isopropyl-piperazin-1-yl)-(6-piperidin-1-ylmethyl-pyridin-3-yl)-methanethione). The yield is 1.0%. RXN SMILES: [CH:1]([N:4]1[CH2:9][CH2:8][N:7]([C:10]([C:12]2[CH:13]=[N:14][C:15]([CH2:18][N:19]3[CH2:24][CH2:23][CH2:22][CH2:21][CH2:20]3)=[CH:16][CH:17]=2)=O)[CH2:6][CH2:5]1)([CH3:3])[CH3:2].COC1C=CC(P2(SP(C3C=CC(OC)=CC=3)(=S)S2)=[S:34])=CC=1>C1COCC1>[NH3:4].[CH:1]([N:4]1[CH2:9][CH2:8][N:7]([C:10]([C:12]2[CH:13]=[N:14][C:15]([CH2:18][N:19]3[CH2:24][CH2:23][CH2:22][CH2:21][CH2:20]3)=[CH:16][CH:17]=2)=[S:34])[CH2:6][CH2:5]1)([CH3:3])[CH3:2]. Procedure details: A solution of (4-isopropyl-piperazin-1-yl)-(6-piperidin-1-ylmethyl-pyridin-3-yl)-methanone (Example 1, 80 mg, 0.24 mmol) and Lawesson's reagent (210 mg, 0.50 mmol) in THF was heated at reflux for 48 h. The reaction was cooled to rt and the solvent was removed in vacuo. Chromatography of the residue (SiO2: 1-6% 2 M NH3 in MeOH/DCM) gave the title compound as an oil. MS (ESI): exact mass calcd. for C19H30N4S, 346.22; m/z found, 347.5 [M+H]+.